Task: describe an organic reaction: reactants, conditions, products, and yield. Dataset: the Open Reaction Database (ORD), a public repository of structured organic reaction records Starting materials: C(C)OC(=O)NC(C)(C)C1=CC=C(C(=O)OC)C=C1 (methyl 4-(1-ethoxycarbonylamino-1-methylethyl)benzoate), CC=1C(=NC=C(C1)C)N1CCNCC1 (1-(3,5-dimethylpyridin-2-yl)piperazine). Yields the product C(C)OC(NC(C)(C)C1=CC=C(C=C1)C(=O)N1CCN(CC1)C1=NC=C(C=C1C)C)=O ((1-{4-[4-(3,5-dimethylpyridin-2-yl)piperazine-1-carbonyl]phenyl}-1-methylethyl)carbamic acid ethyl ester). Yield: 82.2%. RXN SMILES: [CH2:1]([O:3][C:4]([NH:6][C:7]([C:10]1[CH:19]=[CH:18][C:13]([C:14]([O:16]C)=O)=[CH:12][CH:11]=1)([CH3:9])[CH3:8])=[O:5])[CH3:2].[CH3:20][C:21]1[C:22]([N:28]2[CH2:33][CH2:32][NH:31][CH2:30][CH2:29]2)=[N:23][CH:24]=[C:25]([CH3:27])[CH:26]=1>>[CH2:1]([O:3][C:4](=[O:5])[NH:6][C:7]([C:10]1[CH:11]=[CH:12][C:13]([C:14]([N:31]2[CH2:32][CH2:33][N:28]([C:22]3[C:21]([CH3:20])=[CH:26][C:25]([CH3:27])=[CH:24][N:23]=3)[CH2:29][CH2:30]2)=[O:16])=[CH:18][CH:19]=1)([CH3:8])[CH3:9])[CH3:2]. Reported procedure: Using methyl 4-(1-ethoxycarbonylamino-1-methylethyl)benzoate (174 mg) described in Preparation Example 70 and 1-(3,5-dimethylpyridin-2-yl)piperazine (138 mg) described in Preparation Example 79 and by the reaction and treatment in the same manner as in Example 109, the title compound (229 mg) was obtained. Reactants: Cc1ccccc1, CSC(SC)=C(C#N)C#N, Nc1cccnc1. RXN SMILES: [CH3:18][c:19]1[cH:20][cH:21][cH:22][cH:23][cH:24]1.[CH3:1][S:2][C:3](=[C:4]([C:5]#[N:6])[C:7]#[N:8])[S:9][CH3:10].[NH2:11][c:12]1[cH:13][n:14][cH:15][cH:16][cH:17]1>>[C:3](=[C:4]([C:5]#[N:6])[C:7]#[N:8])([S:9][CH3:10])[NH:11][c:12]1[cH:13][n:14][cH:15][cH:16][cH:17]1. Yields the product CSC(Nc1cccnc1)=C(C#N)C#N. Starting materials: C(C1=CC=CC=C1)N1CCC2=NC=3C=CC=CC3C(=C2CC1)O (3-benzyl-11-hydroxy-1,2,4,5-tetrahydro-3H-azepino[4,5-b]quinoline), C1=CC=C(C=C1)CCCl (β-phenethyl chloride), C([O-])([O-])=O.[K+].[K+] (potassium carbonate), [I-].[Na+] (sodium iodide). Run in butanone-(2). Conditions: time 207 hour. The product is C(C1=CC=CC=C1)N1CCC2=NC=3C=CC=CC3C(=C2CC1)OCCC1=CC=CC=C1 (3-Benzyl-11-[β-phenyl-ethyl]oxy-1,2,4,5-tetrahydro-3H-azepino [4,5-b]quinoline). The yield is 73.0%. RXN SMILES: [CH2:1]([N:8]1[CH2:22][CH2:21][C:20]2[C:11](=[N:12][C:13]3[CH:14]=[CH:15][CH:16]=[CH:17][C:18]=3[C:19]=2[OH:23])[CH2:10][CH2:9]1)[C:2]1[CH:7]=[CH:6][CH:5]=[CH:4][CH:3]=1.[CH:24]1[CH:29]=[CH:28][C:27]([CH2:30][CH2:31]Cl)=[CH:26][CH:25]=1.C(=O)([O-])[O-].[K+].[K+].[I-].[Na+]>>[CH2:1]([N:8]1[CH2:22][CH2:21][C:20]2[C:11](=[N:12][C:13]3[CH:14]=[CH:15][CH:16]=[CH:17][C:18]=3[C:19]=2[O:23][CH2:31][CH2:30][C:27]2[CH:28]=[CH:29][CH:24]=[CH:25][CH:26]=2)[CH2:10][CH2:9]1)[C:2]1[CH:7]=[CH:6][CH:5]=[CH:4][CH:3]=1 |f:2.3.4,5.6|. Procedure: A mixture of 4.5 gm (15 millimols) of 3-benzyl-11-hydroxy-1,2,4,5-tetrahydro-3H-azepino[4,5-b]quinoline, 4.2 gm (30 millimols) of β-phenethyl chloride, 4.15 gm (30 millimols) of potassium carbonate, 5 gm of sodium iodide and 10 ml of butanone-(2) was boiled for 207 hours. The mixture was then suction-filtered, and the filter cake was purified by column chromatography on silicagel with ethyl acetate as the eluant. Yield: 73% of theory; m.p. <20° C. Starting materials: O=C([O-])[O-], COc1ccc2c(C(=O)c3ccc(OCCN4CCCCC4)cc3)c(OS(=O)(=O)C(F)(F)F)ccc2c1, COCCOC, ClCCl, [Na+], [Na+], CC(=O)[O-], CC(=O)[O-], OB1OCc2ccccc21, [Pd+2], c1ccc(P(c2ccccc2)c2ccccc2)cc1. Yields the product COc1ccc2c(C(=O)c3ccc(OCCN4CCCCC4)cc3)c(-c3ccccc3CO)ccc2c1. Reaction SMILES: [C:57](=[O:58])([O-:59])[O-:60].[CH3:20][O:21][c:22]1[cH:23][c:24]2[cH:25][cH:26][c:27]([O:49][S:50]([C:51]([F:52])([F:53])[F:54])(=[O:55])=[O:56])[c:28]([C:32]([c:33]3[cH:34][cH:35][c:36]([O:39][CH2:40][CH2:41][N:42]4[CH2:43][CH2:44][CH2:45][CH2:46][CH2:47]4)[cH:37][cH:38]3)=[O:48])[c:29]2[cH:30][cH:31]1.[CH3:73][O:74][CH2:75][CH2:76][O:77][CH3:78].[Cl:79][CH2:80][Cl:81].[Na+:61].[Na+:62].[O-:83][C:84]([CH3:85])=[O:86].[O-:87][C:88]([CH3:89])=[O:90].[OH:63][B:64]1[O:65][CH2:66][c:67]2[c:68]1[cH:69][cH:70][cH:71][cH:72]2.[Pd+2:82].[c:1]1([P:2]([c:3]2[cH:4][cH:5][cH:6][cH:7][cH:8]2)[c:9]2[cH:10][cH:11][cH:12][cH:13][cH:14]2)[cH:15][cH:16][cH:17][cH:18][cH:19]1>>[CH3:20][O:21][c:22]1[cH:23][c:24]2[cH:25][cH:26][c:27](-[c:68]3[c:67]([CH2:66][OH:65])[cH:72][cH:71][cH:70][cH:69]3)[c:28]([C:32]([c:33]3[cH:34][cH:35][c:36]([O:39][CH2:40][CH2:41][N:42]4[CH2:43][CH2:44][CH2:45][CH2:46][CH2:47]4)[cH:37][cH:38]3)=[O:48])[c:29]2[cH:30][cH:31]1. Starting materials: B(F)(F)F.CSC (Borontrifluoride dimethylsulfide), C(C)(=O)C=1C=C(C=CC1)C1=NC=C(C=C1)C=1C(=NN(C1)CC#N)C1=CC(=CC(=C1)C)OC ([4-(2-(3-acetylphenyl)pyridin-5-yl)-3-(3-methoxy-5-methylphenyl)-pyrazol-1-yl]acetonitrile). The solvent is ClCCl (dichloromethane). Run at time 24 hour. Yields the product C(C)(=O)C=1C=C(C=CC1)C1=NC=C(C=C1)C=1C(=NN(C1)CC#N)C1=CC(=CC(=C1)C)O ([4-(2-(3-acetylphenyl)pyridin-5-yl)-3-(3-hydroxy-5-methylphenyl)-pyrazol-1-yl]acetonitrile). As a reaction SMILES: B(F)(F)F.CSC.[C:8]([C:11]1[CH:12]=[C:13]([C:17]2[CH:22]=[CH:21][C:20]([C:23]3[C:24]([C:31]4[CH:36]=[C:35]([CH3:37])[CH:34]=[C:33]([O:38]C)[CH:32]=4)=[N:25][N:26]([CH2:28][C:29]#[N:30])[CH:27]=3)=[CH:19][N:18]=2)[CH:14]=[CH:15][CH:16]=1)(=[O:10])[CH3:9]>ClCCl>[C:8]([C:11]1[CH:12]=[C:13]([C:17]2[CH:22]=[CH:21][C:20]([C:23]3[C:24]([C:31]4[CH:36]=[C:35]([CH3:37])[CH:34]=[C:33]([OH:38])[CH:32]=4)=[N:25][N:26]([CH2:28][C:29]#[N:30])[CH:27]=3)=[CH:19][N:18]=2)[CH:14]=[CH:15][CH:16]=1)(=[O:10])[CH3:9] |f:0.1|. Procedure details: Borontrifluoride-dimethylsulfide (0.13 mL, 1.2 mmol) was dropwise added to a solution of the methoxy compound (50.7 mg, 0.12 mmol) prepared in Example 68 in dichloromethane (4 mL) at room temperature under nitrogen atmosphere, and stirred for 24 hours. The reaction mixture was concentrated by vacuum distillation. The residue was treated in ethyl acetate (100 mL) and brine (50 mL), and the organic layer was dried over anhydrous magnesium sulfate and distilled under vacuum. Purification through co... The reactants are Cn1c(C(F)(F)F)cc(=O)n(-c2c(F)cc(Cl)c3cc(C(=O)O)oc23)c1=O, O=C([O-])[O-], CI, CN(C)C=O, [K+], [K+], O. Product: COC(=O)c1cc2c(Cl)cc(F)c(-n3c(=O)cc(C(F)(F)F)n(C)c3=O)c2o1. RXN SMILES: [C:1](=[O:2])([OH:3])[c:4]1[o:5][c:6]2[c:7]([cH:8]1)[c:9]([Cl:27])[cH:10][c:11]([F:26])[c:12]2-[n:13]1[c:14](=[O:25])[n:15]([CH3:24])[c:16]([C:20]([F:21])([F:22])[F:23])[cH:17][c:18]1=[O:19].[C:28](=[O:29])([O-:30])[O-:31].[CH3:34][I:35].[CH3:37][N:38]([CH3:39])[CH:40]=[O:41].[K+:32].[K+:33].[OH2:36]>>[C:1](=[O:2])([O:3][CH3:28])[c:4]1[o:5][c:6]2[c:7]([cH:8]1)[c:9]([Cl:27])[cH:10][c:11]([F:26])[c:12]2-[n:13]1[c:14](=[O:25])[n:15]([CH3:24])[c:16]([C:20]([F:21])([F:22])[F:23])[cH:17][c:18]1=[O:19]. Reactants: OC1CCN(CC1)S(=O)(=O)C (4-hydroxy-1-methylsulfonylpiperidine), [H-].[Na+] (sodium hydride), oil, ClC1=CC=CC=2N1C(=CN2)[N+](=O)[O-] (5-chloro-3-nitroimidazo[1,2-a]pyridine), O (water). Solvent: CN(C=O)C (dimethylformamide). The product is CS(=O)(=O)N1CCC(CC1)OC1=CC=CC=2N1C(=CN2)[N+](=O)[O-] (5-[1-(methylsulfonyl)-4-piperidyloxy]-3-nitroimidazo[1,2-a]pyridine). Isolated yield 54.7%. Reaction SMILES: [OH:1][CH:2]1[CH2:7][CH2:6][N:5]([S:8]([CH3:11])(=[O:10])=[O:9])[CH2:4][CH2:3]1.[H-].[Na+].Cl[C:15]1[N:20]2[C:21]([N+:24]([O-:26])=[O:25])=[CH:22][N:23]=[C:19]2[CH:18]=[CH:17][CH:16]=1.O>CN(C)C=O>[CH3:11][S:8]([N:5]1[CH2:6][CH2:7][CH:2]([O:1][C:15]2[N:20]3[C:21]([N+:24]([O-:26])=[O:25])=[CH:22][N:23]=[C:19]3[CH:18]=[CH:17][CH:16]=2)[CH2:3][CH2:4]1)(=[O:10])=[O:9] |f:1.2|. Procedure details: To a solution of 4-hydroxy-1-methylsulfonylpiperidine (2.15 g, 12 mmoles) in dimethylformamide (3 ml) was added 60% sodium hydride in oil (0.48 g, 12 mmoles) with stirring under ice-cooling and the mixture was stirred at room temperature for 10 minutes. To the reaction mixture was added 5-chloro-3-nitroimidazo[1,2-a]pyridine (1.976 g, 10 mmoles) with stirring under ice-cooling and the mixture was stirred at the same temperature for 30 minutes. The reaction mixture was poured into water, which wa... Reactants: Cc1cc(C)cc(C(=O)c2[nH]c(=O)[nH]c(=O)c2C(C)C)c1, ClCn1nnc2ccccc21. Yields the product Cc1cc(C)cc(C(=O)c2c(C(C)C)c(=O)[nH]c(=O)n2Cn2nnc3ccccc32)c1. Reaction SMILES: [CH:1]([CH3:2])([CH3:3])[c:4]1[c:5](=[O:21])[nH:6][c:7](=[O:20])[nH:8][c:9]1[C:10]([c:11]1[cH:12][c:13]([CH3:18])[cH:14][c:15]([CH3:17])[cH:16]1)=[O:19].[Cl:22][CH2:23][n:24]1[n:25][n:26][c:27]2[c:28]1[cH:29][cH:30][cH:31][cH:32]2>>[CH:1]([CH3:2])([CH3:3])[c:4]1[c:5](=[O:21])[nH:6][c:7](=[O:20])[n:8]([CH2:23][n:24]2[n:25][n:26][c:27]3[c:28]2[cH:29][cH:30][cH:31][cH:32]3)[c:9]1[C:10]([c:11]1[cH:12][c:13]([CH3:18])[cH:14][c:15]([CH3:17])[cH:16]1)=[O:19]. Conditions: temperature -78 celsius, time 1 hour. The yield is 72.4%. Reported procedure: To a solution of LDA, freshly prepared from diisopropylamine (0.126 mL, 0.899 mmol) and n-BuLi (0.899 mmol), in THF (2 mL) at -78° C. is cannulated a solution of 2-fluoro-3-iodopyridine (200 mg, 0.897 mmol) in 0.4 mL of THF, and the mixture is stirred for 1 hour at -78° C. under nitrogen. Iodomethane (0.17 mL, 2.73 mmol) is added neat and the mixture is stirred for 30 min. at -78° C. The mixture is quenched with saturated sodium bicarbonate solution at -78° C. and then extracted with ether. Comb... RXN SMILES: [Li+].CC([N-]C(C)C)C.C(NC(C)C)(C)C.[Li]CCCC.[F:21][C:22]1[C:27](I)=[CH:26][CH:25]=[CH:24][N:23]=1.[I:29][CH3:30]>C1COCC1>[F:21][C:22]1[C:27]([CH3:26])=[C:30]([I:29])[CH:25]=[CH:24][N:23]=1 |f:0.1|. Reactants: FC1=NC=CC=C1I (2-fluoro-3-iodopyridine), [Li+].CC(C)[N-]C(C)C (LDA), C(C)(C)NC(C)C (diisopropylamine), [Li]CCCC (n-BuLi), IC (Iodomethane). Run in C1CCOC1 (THF), C1CCOC1 (THF). The product is FC1=NC=CC(=C1C)I (2-Fluoro-4-iodo-3-methylpyridine).